Dataset: the Open Reaction Database (ORD), a public repository of structured organic reaction records. Task: describe an organic reaction: reactants, conditions, products, and yield Reactants: O=CO, Cl, O=Cc1cnc2cc(F)ccc2n1, OO. The product is O=C(O)c1cnc2cc(F)ccc2n1. As a reaction SMILES: [CH:16]([OH:17])=[O:18].[ClH:19].[F:1][c:2]1[cH:3][c:4]2[n:5][cH:6][c:7]([CH:12]=[O:13])[n:8][c:9]2[cH:10][cH:11]1.[OH:14][OH:15]>>[F:1][c:2]1[cH:3][c:4]2[n:5][cH:6][c:7]([C:12](=[O:13])[OH:14])[n:8][c:9]2[cH:10][cH:11]1. Starting materials: OC[C@H]1C2CCC([C@@H]1CO)C2 ((2S,3S)-2,3-bis(hydroxymethyl)bicyclo[2.2.1]heptane), N1=CC=CC=C1 (pyridine), C1(=CC=C(C=C1)S(=O)(=O)Cl)C (p-toluenesulfonyl chloride). Run in O (H2O). Conditions: time 3 hour. The product is S(=O)(=O)(O)C1=CC=C(C)C=C1.S(=O)(=O)(O)C1=CC=C(C)C=C1.OC[C@H]1C2CCC([C@@H]1CO)C2 ((2S,3S)-2,3-bis(Hydroxymethyl)bicyclo[2.2.1]heptane ditosylate). The yield is 223.6%. RXN SMILES: [OH:1][CH2:2][C@@H:3]1[C@@H:8]([CH2:9][OH:10])[CH:7]2[CH2:11][CH:4]1[CH2:5][CH2:6]2.N1C=CC=CC=1.[C:18]1([CH3:28])[CH:23]=[CH:22][C:21]([S:24](Cl)(=[O:26])=[O:25])=[CH:20][CH:19]=1>O>[S:24]([C:21]1[CH:22]=[CH:23][C:18]([CH3:28])=[CH:19][CH:20]=1)([OH:1])(=[O:26])=[O:25].[S:24]([C:21]1[CH:22]=[CH:23][C:18]([CH3:28])=[CH:19][CH:20]=1)([OH:1])(=[O:26])=[O:25].[OH:1][CH2:2][C@@H:3]1[C@@H:8]([CH2:9][OH:10])[CH:7]2[CH2:11][CH:4]1[CH2:5][CH2:6]2 |f:4.5.6|. Reported procedure: In a 200 ml round bottom flask capped with a CaCl2 drying tube was placed 7.2 g (0.0461 moles) of (2S,3S)-2,3-bis(hydroxymethyl)bicyclo[2.2.1]heptane (m.p. 58° C.) together with 45 ml of pyridine and 18.4 g (0.096 moles) of p-toluenesulfonyl chloride. The mixture was cooled in an ice bath and stirred for 3 hours and then diluted with 10 ml of H2O. The precipitate which formed was filtered and washed to remove pyridine. The solid was recrystallized from ethanol to give 17.2 g (92%) of fine white ... As a reaction SMILES: [CH3:19][CH2:20][OH:21].[ClH:18].[F:1][c:2]1[c:3]([CH2:10][C:11](=[O:12])[O:13][CH2:14][CH3:15])[c:4]([F:9])[cH:5][cH:6][c:7]1[F:8].[Na+:17].[OH-:16]>>[F:1][c:2]1[c:3]([CH2:10][C:11](=[O:12])[OH:13])[c:4]([F:9])[cH:5][cH:6][c:7]1[F:8]. Product: O=C(O)Cc1c(F)ccc(F)c1F. Starting materials: CCO, Cl, CCOC(=O)Cc1c(F)ccc(F)c1F, [Na+], [OH-]. The reactants are C(C)N1C(CCC1)CNC(C1=C(C(=CC(=C1OC)Cl)Cl)OC)=O ((-)-N-ethyl-2-(3,5-dichloro-2,6-dimethoxybenzamidomethyl)pyrrolidine), C(C)(C)CC(C)(C)C (i-octane). Run in C(Cl)(Cl)Cl (CHCl3). The product is C(C)N1C(CCC1)CNC(C1=C(C(=CC(=C1O)Cl)Cl)OC)=O ((-)-N-Ethyl-2-(3,5-dichloro-6-hydroxy-2-methoxybenzamidomethyl)pyrrolidine). Yield: 37.0%. As a reaction SMILES: [CH2:1]([N:3]1[CH2:7][CH2:6][CH2:5][CH:4]1[CH2:8][NH:9][C:10](=[O:23])[C:11]1[C:16]([O:17]C)=[C:15]([Cl:19])[CH:14]=[C:13]([Cl:20])[C:12]=1[O:21][CH3:22])[CH3:2].C(CC(C)(C)C)(C)C>C(Cl)(Cl)Cl>[CH2:1]([N:3]1[CH2:7][CH2:6][CH2:5][CH:4]1[CH2:8][NH:9][C:10](=[O:23])[C:11]1[C:16]([OH:17])=[C:15]([Cl:19])[CH:14]=[C:13]([Cl:20])[C:12]=1[O:21][CH3:22])[CH3:2]. Procedure details: The title compound was prepared from (-)-N-ethyl-2-(3,5-dichloro-2,6-dimethoxybenzamidomethyl)pyrrolidine by dealkylation in the same manner as described in Example 2. Yield 37%. M.p. 48°-49° C. (i-octane). [α]D25 =-64° C. (c=1.26; CHCl3). Reactants: C1COCCN1, CN(C)c1cc2c(cc1C(F)(F)F)NC(=O)CC(c1cccc(-c3cc(CO)no3)c1)=N2, O=S(Cl)Cl. Yields the product CN(C)c1cc2c(cc1C(F)(F)F)NC(=O)CC(c1cccc(-c3cc(CN4CCOCC4)no3)c1)=N2. Reaction SMILES: [CH2:37]1[CH2:38][O:39][CH2:40][CH2:41][NH:42]1.[CH3:1][N:2]([c:3]1[cH:4][c:5]2[c:6]([cH:26][c:27]1[C:28]([F:29])([F:30])[F:31])[NH:7][C:8](=[O:25])[CH2:9][C:10]([c:12]1[cH:13][c:14](-[c:18]3[cH:19][c:20]([CH2:23][OH:24])[n:21][o:22]3)[cH:15][cH:16][cH:17]1)=[N:11]2)[CH3:32].[S:33]([Cl:34])([Cl:35])=[O:36]>>[CH3:1][N:2]([c:3]1[cH:4][c:5]2[c:6]([cH:26][c:27]1[C:28]([F:29])([F:30])[F:31])[NH:7][C:8](=[O:25])[CH2:9][C:10]([c:12]1[cH:13][c:14](-[c:18]3[cH:19][c:20]([CH2:23][N:42]4[CH2:37][CH2:38][O:39][CH2:40][CH2:41]4)[n:21][o:22]3)[cH:15][cH:16][cH:17]1)=[N:11]2)[CH3:32]. Product: CS(=O)(=O)C=1C=C(C=C2C=CC(NC12)=O)C1=NC=NN1C (8-methylsulphonyl-6-[1-methyl-1,2,4-triazol-5-yl]-2-(1H)-quinolone). Run in C(Cl)(Cl)Cl (chloroform). Procedure: A mixture of 8-methylsulphinyl-6-[1-methyl-1,2,4-triazol-5-yl]-2-(1H)-quinolone (0.097 g) and m-chloroperbenzoic acid (0.088 g) in chloroform (10 cm3) was stirred for 18 hours at room temperature. The mixture was then concentrated in vacuo and the residue was chromatographed on silica (Merck "MK 60.9385" [Trade Mark]), eluting with ethyl acetate:methanol, 19:1. Combination and evaporation of the appropriate fractions afforded a solid which was recrystallised from dichloromethane/hexane to give 8... RXN SMILES: [CH3:1][S:2]([C:4]1[CH:5]=[C:6]([C:15]2[N:19]([CH3:20])[N:18]=[CH:17][N:16]=2)[CH:7]=[C:8]2[C:13]=1[NH:12][C:11](=[O:14])[CH:10]=[CH:9]2)=[O:3].ClC1C=CC=C(C(OO)=[O:29])C=1>C(Cl)(Cl)Cl>[CH3:1][S:2]([C:4]1[CH:5]=[C:6]([C:15]2[N:19]([CH3:20])[N:18]=[CH:17][N:16]=2)[CH:7]=[C:8]2[C:13]=1[NH:12][C:11](=[O:14])[CH:10]=[CH:9]2)(=[O:29])=[O:3]. The reactants are CS(=O)C=1C=C(C=C2C=CC(NC12)=O)C1=NC=NN1C (8-methylsulphinyl-6-[1-methyl-1,2,4-triazol-5-yl]-2-(1H)-quinolone), ClC1=CC(=CC=C1)C(=O)OO (m-chloroperbenzoic acid). Conditions: time 18 hour.